This data is from the Open Reaction Database (ORD), a public repository of structured organic reaction records. The task is: describe an organic reaction: reactants, conditions, products, and yield The reactants are ClC=1N=C(C2=C(N1)C=C(S2)CN2CCN(CC2)S(=O)(=O)C)N2CCOCC2 (2-Chloro-6-(4-methanesulfonyl-piperazin-1-ylmethyl)-4-morpholin-4-yl-thieno[3,2-d]pyrimidine), CC1(OB(OC1(C)C)C=1C=CC(=NC1)NC(C)=O)C (N-[5-(4,4,5,5-tetramethyl-1,3,2-dioxaborolan-2-yl)pyridine-2-yl]-acetamide). Yields the product O1CCN(CC1)C=1C2=C(N=C(N1)C=1C=CC(=NC1)NC(C)=O)C=C(S2)CN2CCN(CC2)S(=O)(=O)C (N-(5-(4-morpholino-6-((4-N-methylsulfonylpiperazin-1-yl)methyl)thieno[3,2-d]pyrimidin-2-yl)pyridin-2-yl)acetamide). Reaction SMILES: Cl[C:2]1[N:3]=[C:4]([N:22]2[CH2:27][CH2:26][O:25][CH2:24][CH2:23]2)[C:5]2[S:10][C:9]([CH2:11][N:12]3[CH2:17][CH2:16][N:15]([S:18]([CH3:21])(=[O:20])=[O:19])[CH2:14][CH2:13]3)=[CH:8][C:6]=2[N:7]=1.CC1(C)C(C)(C)OB([C:36]2[CH:37]=[CH:38][C:39]([NH:42][C:43](=[O:45])[CH3:44])=[N:40][CH:41]=2)O1>>[O:25]1[CH2:26][CH2:27][N:22]([C:4]2[C:5]3[S:10][C:9]([CH2:11][N:12]4[CH2:17][CH2:16][N:15]([S:18]([CH3:21])(=[O:20])=[O:19])[CH2:14][CH2:13]4)=[CH:8][C:6]=3[N:7]=[C:2]([C:36]3[CH:37]=[CH:38][C:39]([NH:42][C:43](=[O:45])[CH3:44])=[N:40][CH:41]=3)[N:3]=2)[CH2:23][CH2:24]1. Reported procedure: 2-Chloro-6-(4-methanesulfonyl-piperazin-1-ylmethyl)-4-morpholin-4-yl-thieno[3,2-d]pyrimidine, prepared via General Procedure B-3, was reacted with N-[5-(4,4,5,5-tetramethyl-1,3,2-dioxaborolan-2-yl)pyridine-2-yl]-acetamide via General Procedure A. Purification on silica and ether trituration gave 233. NMR (CDCl3): 2.25 (3H, s), 2.67-2.71 (4H, m), 2.81 (3H, s), 3.29-3.33 (4H, m), 3.89 (2H, s), 3.89-3.93 (4H, m), 4.08-4.12 (4H, m), 7.35 (1H, s), 7.97 (1H, br. s), 8.28 (1H, d), 8.71 (1H, d), 9.30 (1... Starting materials: C([C@@H](O)[C@@H](O)[C@H](O)[C@H](O)CO)O (mannitol), C(C)O.CN1C=2C=CC(=CC2N=C1CCCC(=O)O)N(CCCl)CCCl (ethanol bendamustine), CN1C=2C=CC(=CC2N=C1CCCC(=O)O)N(CCCl)CCCl (bendamustine), C([C@@H](O)[C@@H](O)[C@H](O)[C@H](O)CO)O (mannitol), CN1C=2C=CC(=CC2N=C1CCCC(=O)O)N(CCCl)CCCl.Cl (bendamustine hydrochloride). The solvent is O (water), O (water), C(CC)O (n-propanol), C(C)O (ethanol). Product: CN1C=2C=CC(=CC2N=C1CCCC(=O)O)N(CCCl)CCCl.C([C@@H](O)[C@@H](O)[C@H](O)[C@H](O)CO)O (Bendamustine Mannitol). As a reaction SMILES: [CH2:1]([OH:12])[C@H:2]([C@H:4]([C@@H:6]([C@@H:8]([CH2:10][OH:11])[OH:9])[OH:7])[OH:5])[OH:3].[CH3:13][N:14]1[C:22]([CH2:23][CH2:24][CH2:25][C:26]([OH:28])=[O:27])=[N:21][C:20]2[CH:19]=[C:18]([N:29]([CH2:33][CH2:34][Cl:35])[CH2:30][CH2:31][Cl:32])[CH:17]=[CH:16][C:15]1=2.CN1C(CCCC(O)=O)=NC2C=C(N(CCCl)CCCl)C=CC1=2.Cl.C(O)C.CN1C(CCCC(O)=O)=NC2C=C(N(CCCl)CCCl)C=CC1=2>O.C(O)CC.C(O)C>[CH3:13][N:14]1[C:22]([CH2:23][CH2:24][CH2:25][C:26]([OH:28])=[O:27])=[N:21][C:20]2[CH:19]=[C:18]([N:29]([CH2:30][CH2:31][Cl:32])[CH2:33][CH2:34][Cl:35])[CH:17]=[CH:16][C:15]1=2.[CH2:10]([OH:11])[C@H:8]([C@H:6]([C@@H:4]([C@@H:2]([CH2:1][OH:12])[OH:3])[OH:5])[OH:7])[OH:9] |f:2.3,4.5,9.10|. Procedure details: Two batches (Batch 1 and Batch2) each one with a different pharmaceutical composition comprising solid dispersions in the form of dry powder and substantially free of hydrolysis degradants were produced. For each batch, two pre-drying intermediate compositions were formulated in separate containers. For Batch 1, the aqueous pre-drying composition was formulated consisting of 2380 mg of mannitol dissolved in 70 ml of water. The non-aqueous pre-drying composition was formulated by dissolving 1400 ... The reactants are C1=CC=C(C=C1)C2=CC=CC=C2.C1=CC=C(C=C1)OC2=CC=CC=C2 (Dowtherm), FC1=C(C=CC(=C1OC)OC)NC=C(C(=O)OCC)C(=O)OCC (diethyl 2-(((2-fluoro-3,4-dimethoxyphenyl)amino)methylene)malonate). Run in CCCCCC (hexane). Reaction conditions: time 40 minute. The product is FC1=C(C=CC(=C1OC)OC)NC=C(C(=O)OCC)C(=O)OCC (diethyl 2-(((2-fluoro-3,4-dimethoxyphenyl)amino)methylene)malonate), FC=1C(=C(C=C2C(C(=CNC12)C(=O)OCC)=O)OC)OC (ethyl 8-fluoro-6,7-dimethoxy-4-oxo-1,4-dihydroquinoline-3-carboxylate). Isolated yield 61.0%. RXN SMILES: C1C=CC(C2C=CC=CC=2)=CC=1.C1C=CC(OC2C=CC=CC=2)=CC=1.[F:26][C:27]1[C:32]([O:33][CH3:34])=[C:31]([O:35][CH3:36])[CH:30]=[CH:29][C:28]=1[NH:37][CH:38]=[C:39]([C:45]([O:47][CH2:48][CH3:49])=[O:46])[C:40]([O:42][CH2:43][CH3:44])=[O:41]>CCCCCC>[F:26][C:27]1[C:32]([O:33][CH3:34])=[C:31]([O:35][CH3:36])[CH:30]=[CH:29][C:28]=1[NH:37][CH:38]=[C:39]([C:45]([O:47][CH2:48][CH3:49])=[O:46])[C:40]([O:42][CH2:43][CH3:44])=[O:41].[F:26][C:27]1[C:32]([O:33][CH3:34])=[C:31]([O:35][CH3:36])[CH:30]=[C:29]2[C:28]=1[NH:37][CH:38]=[C:39]([C:40]([O:42][CH2:43][CH3:44])=[O:41])[C:45]2=[O:47] |f:0.1|. Procedure details: To Dowtherm (25 mL) heated at 250° C. was added diethyl 2-(((2-fluoro-3,4-dimethoxyphenyl)amino)methylene)malonate (10 g, 29.3 mmol). The mixture was stirred at the same temperature for 40 mins. LCMS indicated completion of the reaction. The reaction was allowed to cool at rt for 5 mins and was then poured into cold hexane, the yellow precipitate was collected by filtration, washed with hexane and dried in the air. This reaction was carried out in similar scale for several times. From a total of... Reactants: Cl.Cl.Cl.O1CCC=2C1=C(N=CC2)N2CCN(CC2)CC[C@@H]2CC[C@H](CC2)N (trans-4-{2-[4-(2,3-dihydro-furo[2,3-c]pyridin-7-yl)-piperazin-1-yl]-ethyl}-cyclohexylamine trihydrochloride), Cl.Cl.Cl.O1CCC=2C1=C(N=CC2)N2CCN(CC2)CC[C@@H]2CC[C@H](CC2)N (trans-4-{2-[4-(2,3-dihydro-furo[2,3-c]pyridin-7-yl)-piperazin-1-yl]-ethyl}-cyclohexylamine trihydrochloride), C(C)(C)N(C(C)C)CC (N,N-diisopropylethylamine), C(C)(=O)O (acetic acid), CN(C)C(=[N+](C)C)ON1C2=C(C=CC=C2)N=N1.[B-](F)(F)(F)F (TBTU), ice water, [OH-].[Na+] (NaOH). Run in CN(C)C=O (DMF). Run at time 4 hour. Product: O1CCC=2C1=C(N=CC2)N2CCN(CC2)CC[C@@H]2CC[C@H](CC2)NC(C)=O (trans-N-(4-{2-[4-(2,3-Dihydro-furo[2,3-c]pyridin-7-yl)-piperazin-1-yl]-ethyl}-cyclohexyl)-acetamide). Yield: 85.0%. Reaction SMILES: Cl.Cl.Cl.[O:4]1[C:8]2=[C:9]([N:13]3[CH2:18][CH2:17][N:16]([CH2:19][CH2:20][C@H:21]4[CH2:26][CH2:25][C@H:24]([NH2:27])[CH2:23][CH2:22]4)[CH2:15][CH2:14]3)[N:10]=[CH:11][CH:12]=[C:7]2[CH2:6][CH2:5]1.C(N(CC)C(C)C)(C)C.[C:37](O)(=[O:39])[CH3:38].CN(C(ON1N=NC2C=CC=CC1=2)=[N+](C)C)C.[B-](F)(F)(F)F.[OH-].[Na+]>CN(C=O)C>[O:4]1[C:8]2=[C:9]([N:13]3[CH2:18][CH2:17][N:16]([CH2:19][CH2:20][C@H:21]4[CH2:26][CH2:25][C@H:24]([NH:27][C:37](=[O:39])[CH3:38])[CH2:23][CH2:22]4)[CH2:15][CH2:14]3)[N:10]=[CH:11][CH:12]=[C:7]2[CH2:6][CH2:5]1 |f:0.1.2.3,6.7,8.9|. Procedure details: To a stirred mixture of trans-4-{2-[4-(2,3-dihydro-furo[2,3-c]pyridin-7-yl)-piperazin-1-yl]-ethyl}-cyclohexylamine trihydrochloride (intermediate B) (132 mg, 0.3 mmol) in DMF (2.2 ml) was added N,N-diisopropylethylamine (252 mg, 334 μl, 1.95 mmol), acetic acid (21.6 mg, 20.6 μl, 360 μmol) and TBTU (154 mg, 480 μmol). The mixture was allowed to stir at room temperature for 4 h, poured into ice/water (5 ml) and 1N NaOH (5 ml) and extracted with dichloromethane/MeOH (9:1, 20 ml). The organic phase ... The reactants are [Na+], [OH-], O=P(Cl)(Cl)Cl, O=C(NCCc1ccccc1)c1ccccc1Br, Cc1ccccc1C. Product: Brc1ccccc1C1=NCCc2ccccc21. As a reaction SMILES: [Na+:25].[OH-:24].[P:19]([Cl:20])([Cl:21])([Cl:22])=[O:23].[c:1]1([CH2:7][CH2:8][NH:9][C:10]([c:11]2[c:12]([Br:17])[cH:13][cH:14][cH:15][cH:16]2)=[O:18])[cH:2][cH:3][cH:4][cH:5][cH:6]1.[c:26]1([CH3:27])[c:28]([CH3:29])[cH:30][cH:31][cH:32][cH:33]1>>[c:1]12[cH:2][cH:3][cH:4][cH:5][c:6]1[C:10]([c:11]1[c:12]([Br:17])[cH:13][cH:14][cH:15][cH:16]1)=[N:9][CH2:8][CH2:7]2. Reactants: ClC1=C(C(=O)O)C=CC(=C1)[N+](=O)[O-] (2-chloro-4-nitrobenzoic acid), C(CC(=O)OC)(=O)OC (dimethyl malonate), C[O-].[Na+] (Sodium methoxide). RXN SMILES: Cl[C:2]1[CH:10]=[C:9]([N+:11]([O-:13])=[O:12])[CH:8]=[CH:7][C:3]=1[C:4]([OH:6])=[O:5].C[O-].[Na+].[C:17]([O:24][CH3:25])(=[O:23])[CH2:18][C:19]([O:21][CH3:22])=[O:20]>[Cu]Br>[CH3:22][O:21][C:19](=[O:20])[CH:18]([C:2]1[CH:10]=[C:9]([N+:11]([O-:13])=[O:12])[CH:8]=[CH:7][C:3]=1[C:4]([OH:6])=[O:5])[C:17]([O:24][CH3:25])=[O:23] |f:1.2|. Reaction conditions: temperature 70 celsius, time 18 hour. The product is COC(C(C(=O)OC)C1=C(C=CC(=C1)[N+](=O)[O-])C(=O)O)=O (2-(carboxy-5-nitro-phenyl)malonic acid dimethyl ester). Reagents/catalysts: [Cu]Br (copper (I) bromide). Procedure: A solution of 2-chloro-4-nitrobenzoic acid (75 g, 372 mmol) in dimethyl malonate (900 mL) was sparged with nitrogen for 15 min. Sodium methoxide (48.3 g, 894 mmol) was added in one portion and the contents exothermed to 480° C. Fifteen minutes later, copper (I) bromide (5.4 g, 37 mmol) was added in one portion and the contents heated to 70° C. for 24 hrs. The reaction was 70% complete by nmr, the contents heated to 85° C. for 6 hrs to completely consume the 2-chloro-4-nitrobenzoic. Water (900 mL... Starting materials: ClC1=C(C2=C(CCN(CC2)C(C(F)(F)F)=O)C=C1)OS(=O)(=O)C(F)(F)F (7-chloro-3-(2,2,2-trifluoroacetyl)-6-trifluoromethanesulfonyloxy-2,3,4,5-tetrahydro-1H-benzo[d]azepine), C(C)(C)(C)NC(=O)CCC1=CC=C(CN)C=C1 (4-[2-(tert-butylcarbamoyl)-ethyl]-benzylamine). Yields the product C(C)(C)(C)NC(=O)CCC1=CC=C(CNC2=C(C=CC=3CCN(CCC32)C(C(F)(F)F)=O)Cl)C=C1 (6-{4-[2-(tert-butylcarbamoyl)-ethyl]benzylamino}-7-chloro-3-(2,2,2-trifluoroacetyl)-2,3,4,5-tetrahydro-1H-benzo[d]azepine). Yield: 73.5%. Reaction SMILES: [Cl:1][C:2]1[CH:18]=[CH:17][C:5]2[CH2:6][CH2:7][N:8]([C:11](=[O:16])[C:12]([F:15])([F:14])[F:13])[CH2:9][CH2:10][C:4]=2[C:3]=1OS(C(F)(F)F)(=O)=O.[C:27]([NH:31][C:32]([CH2:34][CH2:35][C:36]1[CH:43]=[CH:42][C:39]([CH2:40][NH2:41])=[CH:38][CH:37]=1)=[O:33])([CH3:30])([CH3:29])[CH3:28]>>[C:27]([NH:31][C:32]([CH2:34][CH2:35][C:36]1[CH:43]=[CH:42][C:39]([CH2:40][NH:41][C:3]2[C:4]3[CH2:10][CH2:9][N:8]([C:11](=[O:16])[C:12]([F:15])([F:14])[F:13])[CH2:7][CH2:6][C:5]=3[CH:17]=[CH:18][C:2]=2[Cl:1])=[CH:38][CH:37]=1)=[O:33])([CH3:30])([CH3:28])[CH3:29]. Procedure: Use a method similar to the General Procedure 1-2 to couple 7-chloro-3-(2,2,2-trifluoroacetyl)-6-trifluoromethanesulfonyloxy-2,3,4,5-tetrahydro-1H-benzo[d]azepine (85 mg, 0.2 mmol) and 4-[2-(tert-butylcarbamoyl)-ethyl]-benzylamine (80 mg, 0.34 mmol). Purify the crude mixture by chromatography on silica gel eluting with hexane/EtOAc (95:5 to 1:1 gradient) to obtain 6-{4-[2-(tert-butylcarbamoyl)-ethyl]benzylamino}-7-chloro-3-(2,2,2-trifluoroacetyl)-2,3,4,5-tetrahydro-1H-benzo[d]azepine as a yellow...